Dataset: the Open Reaction Database (ORD), a public repository of structured organic reaction records. Task: describe an organic reaction: reactants, conditions, products, and yield Starting materials: N.O (NH3 H2O), FC(C=1C=C(CN([C@H]2C[C@H](N(C2)C2=NC(=NC=C2Cl)N2CCC(CC2)O)CC)C2=NC=C(C=N2)Br)C=C(C1)C(F)(F)F)(F)F (1-(4-{(2R,4S)-4-[(3,5-bis-trifluoromethyl-benzyl)-(5-bromo-pyrimidin-2-yl)-amino]-2-ethyl-pyrrolidin-1-yl}-5-chloro-pyrimidin-2-yl)-piperidin-4-ol), N1C=NC=C1 (imidazole), C(=O)([O-])[O-].[K+].[K+] (K2CO3), CN(CC(=O)O)C (N,N-dimethyl glycine). Reagents/catalysts: [Cu]I (CuI). The solvent is CCOC(=O)C (EtOAc), CS(=O)C (DMSO). Product: FC(C=1C=C(CN([C@H]2C[C@H](N(C2)C2=NC(=NC=C2Cl)N2CCC(CC2)O)CC)C2=NC=C(C=N2)N2C=NC=C2)C=C(C1)C(F)(F)F)(F)F (1-(4-{(2R,4S)-4-[(3,5-bis-trifluoromethyl-benzyl)-(5-imidazol-1-yl-pyrimidin-2-yl)-amino]-2-ethyl-pyrrolidin-1-yl}-5-chloro-pyrimidin-2-yl)-piperidin-4-ol). Yield: 20.5%. As a reaction SMILES: [F:1][C:2]([F:44])([F:43])[C:3]1[CH:4]=[C:5]([CH:36]=[C:37]([C:39]([F:42])([F:41])[F:40])[CH:38]=1)[CH2:6][N:7]([C:29]1[N:34]=[CH:33][C:32](Br)=[CH:31][N:30]=1)[C@@H:8]1[CH2:12][N:11]([C:13]2[C:18]([Cl:19])=[CH:17][N:16]=[C:15]([N:20]3[CH2:25][CH2:24][CH:23]([OH:26])[CH2:22][CH2:21]3)[N:14]=2)[C@H:10]([CH2:27][CH3:28])[CH2:9]1.[NH:45]1[CH:49]=[CH:48][N:47]=[CH:46]1.C([O-])([O-])=O.[K+].[K+].CN(C)CC(O)=O.N.O>[Cu]I.CCOC(C)=O.CS(C)=O>[F:1][C:2]([F:44])([F:43])[C:3]1[CH:4]=[C:5]([CH:36]=[C:37]([C:39]([F:42])([F:41])[F:40])[CH:38]=1)[CH2:6][N:7]([C:29]1[N:34]=[CH:33][C:32]([N:45]2[CH:49]=[CH:48][N:47]=[CH:46]2)=[CH:31][N:30]=1)[C@@H:8]1[CH2:12][N:11]([C:13]2[C:18]([Cl:19])=[CH:17][N:16]=[C:15]([N:20]3[CH2:25][CH2:24][CH:23]([OH:26])[CH2:22][CH2:21]3)[N:14]=2)[C@H:10]([CH2:27][CH3:28])[CH2:9]1 |f:2.3.4,6.7|. Procedure details: A 15 ml round-bottom tube is charged with 1-(4-{(2R,4S)-4-[(3,5-bis-trifluoromethyl-benzyl)-(5-bromo-pyrimidin-2-yl)-amino]-2-ethyl-pyrrolidin-1-yl}-5-chloro-pyrimidin-2-yl)-piperidin-4-ol (32 mg, 0.044 mmol), imidazole (6 mg, 0.088 mmol), CuI (9 mg, 0.044 mmol), K2CO3 (12 mg, 0.088 mmol), N,N-dimethyl glycine (5 mg, 0.044 mmol) and DMSO (0.5 ml). Then the tube is sealed and heated to 110 degree for 18 hours. After cooling to rt, saturated NH3/H2O, EtOAc is added and then filtered through Celite... Starting materials: C(CCC)[Li] (n-butyllithium), solution, CN(CCCl)C (2-dimethylaminoethylchloride), CON1C(NC2=C(CC1C1=CC=CC=C1)C=CC=C2)=O ((±) -3-methoxy-4-phenyl-1,3,4,5-tetrahydro-2H-1,3-benzodiazepine-2-one), O1CCCC1 (tetrahydrofuran), CN(CCCl)C (2-dimethylaminoethylchloride). Solvent: hexanes, O (water). The product is CN(C)CCN1C(N(C(CC2=C1C=CC=C2)C2=CC=CC=C2)OC)=O ((±) -1-[2-(N,N-dimethylamino)ethyl]-3-methoxy-4-phenyl-1,3,4,5-tetrahydro-2H-1,3-benzodiazepine-2-one). Yield: 162.0%. Reaction SMILES: [CH3:1][O:2][N:3]1[CH:9]([C:10]2[CH:15]=[CH:14][CH:13]=[CH:12][CH:11]=2)[CH2:8][C:7]2[CH:16]=[CH:17][CH:18]=[CH:19][C:6]=2[NH:5][C:4]1=[O:20].O1CCCC1.C([Li])CCC.[CH3:31][N:32]([CH3:36])[CH2:33][CH2:34]Cl>O>[CH3:31][N:32]([CH2:33][CH2:34][N:5]1[C:6]2[CH:19]=[CH:18][CH:17]=[CH:16][C:7]=2[CH2:8][CH:9]([C:10]2[CH:15]=[CH:14][CH:13]=[CH:12][CH:11]=2)[N:3]([O:2][CH3:1])[C:4]1=[O:20])[CH3:36]. Procedure details: To a stirred, chilled (-78° C.) solution of (±) -3-methoxy-4-phenyl-1,3,4,5-tetrahydro-2H-1,3-benzodiazepine-2-one (5.0 g, 0.019 mol) of Example 1c and tetrahydrofuran (200 ml) was added n-butyllithium (9.1 ml of a 2.5 M solution in hexanes, 0.023 mol) (nitrogen atmosphere). The solution was stirred and cooled for 50 minutes, then 2-dimethylaminoethylchloride (10.22 .g, 0.095 mol) was added and the solution was allowed to warm to room temperature. The mixture was stirred and heated to 45° C. for...